Dataset: the Open Reaction Database (ORD), a public repository of structured organic reaction records. Task: describe an organic reaction: reactants, conditions, products, and yield Reactants: C1COCCN1, CN(C)C=O, O=[N+]([O-])c1cc(C(F)(F)F)ccc1F, O. Yields the product O=[N+]([O-])c1cc(C(F)(F)F)ccc1N1CCOCC1. Reaction SMILES: [CH2:1]1[CH2:2][O:3][CH2:4][CH2:5][NH:6]1.[CH3:7][N:8]([CH3:9])[CH:10]=[O:11].[F:12][c:13]1[c:14]([N+:23](=[O:24])[O-:25])[cH:15][c:16]([C:19]([F:20])([F:21])[F:22])[cH:17][cH:18]1.[OH2:26]>>[CH2:1]1[CH2:2][O:3][CH2:4][CH2:5][N:6]1[c:13]1[c:14]([N+:23](=[O:24])[O-:25])[cH:15][c:16]([C:19]([F:20])([F:21])[F:22])[cH:17][cH:18]1. Reactants: COC(=O)C1(CCN(CC1)OC)N(C(CC1=C(C=C(C=C1C)C)C)=O)OC1OCCC1 (1-methoxy-4-{(tetrahydro-furan-2-yloxy)-[2-(2,4,6-trimethyl-phenyl)-acetyl]-amino}-piperidine-4-carboxylic acid methyl ester), C[O-].[Na+] (sodium methoxide), [Cl-].[NH4+] (ammonium chloride). Solvent: CN(C=O)C (dimethylformamide). Run at time 30 minute. Product: OC1=C(C(N(C12CCN(CC2)OC)OC2OCCC2)=O)C2=C(C=C(C=C2C)C)C (4-hydroxy-8-methoxy-1-(tetrahydro-furan-2-yloxy)-3-(2,4,6-trimethyl-phenyl)-1,8-diaza-spiro[4.5]dec-3-en-2-one). RXN SMILES: CO[C:3]([C:5]1([N:13]([O:26][CH:27]2[CH2:31][CH2:30][CH2:29][O:28]2)[C:14](=[O:25])[CH2:15][C:16]2[C:21]([CH3:22])=[CH:20][C:19]([CH3:23])=[CH:18][C:17]=2[CH3:24])[CH2:10][CH2:9][N:8]([O:11][CH3:12])[CH2:7][CH2:6]1)=[O:4].C[O-].[Na+].[Cl-].[NH4+]>CN(C)C=O>[OH:4][C:3]1[C:5]2([CH2:6][CH2:7][N:8]([O:11][CH3:12])[CH2:9][CH2:10]2)[N:13]([O:26][CH:27]2[CH2:31][CH2:30][CH2:29][O:28]2)[C:14](=[O:25])[C:15]=1[C:16]1[C:21]([CH3:22])=[CH:20][C:19]([CH3:23])=[CH:18][C:17]=1[CH3:24] |f:1.2,3.4|. Procedure details: To a solution of 1-methoxy-4-{(tetrahydro-furan-2-yloxy)-[2-(2,4,6-trimethyl-phenyl)-acetyl]-amino}-piperidine-4-carboxylic acid methyl ester (70 g, 161.1 mmol) in dimethylformamide (350 ml) at 10° C. was added sodium methoxide (26.9 g, 483.3 mmol) in four portions and stirring continued at 10° C. for 30 minutes, then at room temperature for 2 hours. The reaction mixture was poured on cold saturated aqueous ammonium chloride and thoroughly extracted with ethyl acetate (6×100 ml). The combined or... Reactants: ICCC (iodopropane), C(C=1C(O)=CC=CC1)=O (salicylaldehyde), [H-].[Na+] (sodium hydride), oil, O (water). The solvent is CN(C)C=O (DMF). Reaction conditions: time 1 hour. Product: C(CC)OC1=C(C=O)C=CC=C1 (2-propoxybenzaldehyde). Isolated yield 77.2%. Reaction SMILES: [CH:1](=[O:9])[C:2]1[C:3](=[CH:5][CH:6]=[CH:7][CH:8]=1)[OH:4].[H-].[Na+].I[CH2:13][CH2:14][CH3:15].O>CN(C=O)C>[CH2:13]([O:4][C:3]1[CH:5]=[CH:6][CH:7]=[CH:8][C:2]=1[CH:1]=[O:9])[CH2:14][CH3:15] |f:1.2|. Procedure details: A solution of salicylaldehyde (12.21 g, 0.1 mol) in DMF (65 ml) was cooled in an ice/water bath under argon and 60% sodium hydride in mineral oil (4.0 g, 0.1 mol) was added in several portions. The mixture was stirred for one hour and then iodopropane (16.99 g, 0.1 mol) was added at room temperature. The reaction mixture was stirred at room temperature overnight, poured into water (800 ml) and stirred. The mixture was extracted with chloroform (3×), the chloroform layer was concentrated in vacuo...